This data is from the Open Reaction Database (ORD), a public repository of structured organic reaction records. The task is: describe an organic reaction: reactants, conditions, products, and yield The reactants are N1=CC(=CC2=CC=CC=C12)/C=C/C1=CC=C(C(=O)OC)C=C1 (Methyl 4-[(E)-2-(3-quinolinyl)ethenyl]benzoate), Cl (HCl), O (water), [OH-].[Na+] (sodium hydroxide). Solvent: CO (methanol). Product: N1=CC(=CC2=CC=CC=C12)/C=C/C1=CC=C(C(=O)O)C=C1 (4-[(E)-2-(3-Quinolinyl)ethenyl]benzoic acid). As a reaction SMILES: [N:1]1[C:10]2[C:5](=[CH:6][CH:7]=[CH:8][CH:9]=2)[CH:4]=[C:3](/[CH:11]=[CH:12]/[C:13]2[CH:22]=[CH:21][C:16]([C:17]([O:19]C)=[O:18])=[CH:15][CH:14]=2)[CH:2]=1.O.[OH-].[Na+].Cl>CO>[N:1]1[C:10]2[C:5](=[CH:6][CH:7]=[CH:8][CH:9]=2)[CH:4]=[C:3](/[CH:11]=[CH:12]/[C:13]2[CH:22]=[CH:21][C:16]([C:17]([OH:19])=[O:18])=[CH:15][CH:14]=2)[CH:2]=1 |f:2.3|. Procedure details: Methyl 4-[(E)-2-(3-quinolinyl)ethenyl]benzoate (0.840 mg, 3.36 mmol; see step (i) above) was suspended in methanol (10 mL) and water (20 mL) to which sodium hydroxide solution (NaOH 0.580 g, 14.5 mmol in water 10 mL) was added with stirring. The reaction mixture was heated under reflux for 2 h. At the beginning the starting material dissolved then white precipitate appeared. The reaction mixture was cooled in an ice bath then (dilute HCl was added dropwise with vigorous stirring until pH 2 was a...